From a dataset of the Open Reaction Database (ORD), a public repository of structured organic reaction records. describe an organic reaction: reactants, conditions, products, and yield The reactants are NC1=NC=CC(=N1)C(C)=O (1-(2-aminopyrimidin-4-yl)ethanone), C(C)(=O)[O-].[Na+] (sodium acetate), Cl.NO (hydroxylamine hydrochloride). The solvent is C(C)O (ethanol), O (water). Reaction conditions: time 1 hour. The product is NC1=NC=CC(=N1)C(C)=NO (1-(2-aminopyrimidin-4-yl)ethanone oxime). Yield: 96.7%. RXN SMILES: [NH2:1][C:2]1[N:7]=[C:6]([C:8](=O)[CH3:9])[CH:5]=[CH:4][N:3]=1.Cl.[NH2:12][OH:13].C([O-])(=O)C.[Na+]>C(O)C.O>[NH2:1][C:2]1[N:7]=[C:6]([C:8](=[N:12][OH:13])[CH3:9])[CH:5]=[CH:4][N:3]=1 |f:1.2,3.4|. Procedure details: To a suspension of 1-(2-aminopyrimidin-4-yl)ethanone (3a) (4 g) in ethanol (70 mL) and water (14 mL) was added hydroxylamine hydrochloride (4.05 g) followed by sodium acetate (7.18 g) and the mixture was stirred at room temperature for one hour. After this time the reaction mixture was concentrated in vacuo, water was added and stirred for 15 minutes. The precipitate was collected by filtration and washed with water and dried in vacuo at 40° C. overnight to afford the title product (4.29 g) as a... The reactants are COC(C1=CN=C(C=C1)NCCCC1=C(C=CC=C1)SCC1=CC=CC=C1)=O (6-[(2-Benzylsulfanylbenzyl)ethylamino]Nicotinic Acid Methyl Ester), [OH-].[K+] (KOH). Run in C1CCOC1 (THF), O (H2O). Conditions: temperature 50 celsius. The product is C(C1=CC=CC=C1)SC1=C(CCCNC2=NC=C(C(=O)O)C=C2)C=CC=C1 (6-[(2-Benzylsulfanylbenzyl)ethylamino]Nicotinic Acid). RXN SMILES: C[O:2][C:3](=[O:28])[C:4]1[CH:9]=[CH:8][C:7]([NH:10][CH2:11][CH2:12][CH2:13][C:14]2[CH:19]=[CH:18][CH:17]=[CH:16][C:15]=2[S:20][CH2:21][C:22]2[CH:27]=[CH:26][CH:25]=[CH:24][CH:23]=2)=[N:6][CH:5]=1.[OH-].[K+]>C1COCC1.O>[CH2:21]([S:20][C:15]1[CH:16]=[CH:17][CH:18]=[CH:19][C:14]=1[CH2:13][CH2:12][CH2:11][NH:10][C:7]1[CH:8]=[CH:9][C:4]([C:3]([OH:28])=[O:2])=[CH:5][N:6]=1)[C:22]1[CH:23]=[CH:24][CH:25]=[CH:26][CH:27]=1 |f:1.2|. Procedure details: To a solution of the ester of Example 6 in THF (0.8 mL) was added a solution of KOH (14 mg, 0.255 mmol) in H2O (0.2 mL). The mixture was stirred at 50° C., then concentrated to remove THF. The aqueous phase was washed with ethyl ether, then the aqueous phase was acidified until pH 3–4 was reached. The acidified solution was extracted with Et2O or EtOAc (3X), dried over MgSO4, filtered and concentrated in vacuo to give a white solid. The reactants are C1CCOC1, CCc1ccc(CC(N)C(=O)N2CCC(N3CCN(C)CC3)CC2)cc1CC, O=C1Nc2ccccc2CCN1C1CCNCC1, CN(C)C=O. Product: CCc1ccc(CC(NC(=O)N2CCC(N3CCc4ccccc4NC3=O)CC2)C(=O)N2CCC(N3CCN(C)CC3)CC2)cc1CC. RXN SMILES: [CH2:47]1[CH2:49][CH2:48][CH2:50][O:51]1.[NH2:1][CH:2]([C:3](=[O:4])[N:5]1[CH2:6][CH2:7][CH:8]([N:11]2[CH2:12][CH2:13][N:14]([CH3:17])[CH2:15][CH2:16]2)[CH2:9][CH2:10]1)[CH2:18][c:19]1[cH:20][c:21]([CH2:27][CH3:28])[c:22]([CH2:25][CH3:26])[cH:23][cH:24]1.[NH:29]1[CH2:30][CH2:31][CH:32]([N:35]2[C:36](=[O:46])[NH:37][c:38]3[c:39]([cH:42][cH:43][cH:44][cH:45]3)[CH2:40][CH2:41]2)[CH2:33][CH2:34]1.[O:52]=[CH:53][N:54]([CH3:55])[CH3:56]>>[NH:1]([CH:2]([C:3](=[O:4])[N:5]1[CH2:6][CH2:7][CH:8]([N:11]2[CH2:12][CH2:13][N:14]([CH3:17])[CH2:15][CH2:16]2)[CH2:9][CH2:10]1)[CH2:18][c:19]1[cH:20][c:21]([CH2:27][CH3:28])[c:22]([CH2:25][CH3:26])[cH:23][cH:24]1)[C:50]([N:29]1[CH2:30][CH2:31][CH:32]([N:35]2[C:36](=[O:46])[NH:37][c:38]3[c:39]([cH:42][cH:43][cH:44][cH:45]3)[CH2:40][CH2:41]2)[CH2:33][CH2:34]1)=[O:51]. Reactants: BrC=1C=CC=2NC3=CC=CC=C3C2C1OC[C@H]1OC1 (3-bromo-4-[(2S)-oxiranylmethoxy]-9H-carbazole), NCC1CCN(CC1)CCC(F)(F)F (4-aminomethyl-1-(3,3,3-trifluoropropyl)-piperidine). Product: BrC=1C=CC=2NC3=CC=CC=C3C2C1OC[C@H](CNCC1CCN(CC1)CCC(F)(F)F)O ((2S)-1-(3-Bromo-9H-carbazol-4-yloxy)-3-{[1-(3,3,3-trifluoro-propyl)-piperidin-4-ylmethyl]-amino}-propan-2-ol). The yield is 61.9%. As a reaction SMILES: [Br:1][C:2]1[CH:3]=[CH:4][C:5]2[NH:6][C:7]3[C:12]([C:13]=2[C:14]=1[O:15][CH2:16][C@@H:17]1[CH2:19][O:18]1)=[CH:11][CH:10]=[CH:9][CH:8]=3.[NH2:20][CH2:21][CH:22]1[CH2:27][CH2:26][N:25]([CH2:28][CH2:29][C:30]([F:33])([F:32])[F:31])[CH2:24][CH2:23]1>>[Br:1][C:2]1[CH:3]=[CH:4][C:5]2[NH:6][C:7]3[C:12]([C:13]=2[C:14]=1[O:15][CH2:16][C@@H:17]([OH:18])[CH2:19][NH:20][CH2:21][CH:22]1[CH2:27][CH2:26][N:25]([CH2:28][CH2:29][C:30]([F:33])([F:31])[F:32])[CH2:24][CH2:23]1)=[CH:11][CH:10]=[CH:9][CH:8]=3. Procedure details: Prepared from 3-bromo-4-[(2S)-oxiranylmethoxy]-9H-carbazole (0.083 g, 0.26 mmol) and 4-aminomethyl-1-(3,3,3-trifluoropropyl)-piperidine (0.10 g, 0.48 mmol) according to the procedure used for Example 2 without heating to give 0.085 g of the title compound as a white solid. Reactants: NCc1ccc(-c2nc3c(N4CCN(Cc5cccnc5)CC4)c(Br)cnc3[nH]2)cc1, CC(C)(C)OC(=O)N1CCN(c2ccc(-c3nc4c(N5CCN(Cc6cccnc6)CC5)c(Br)cnc4[nH]3)cc2)CC1, ClCCl, O=C(O)C(F)(F)F. The product is Brc1cnc2[nH]c(-c3ccc(N4CCNCC4)cc3)nc2c1N1CCN(Cc2cccnc2)CC1. Reaction SMILES: [Br:1][c:2]1[c:3]([N:4]2[CH2:5][CH2:6][N:7]([CH2:8][c:9]3[cH:10][n:11][cH:12][cH:13][cH:14]3)[CH2:15][CH2:16]2)[c:17]2[n:18][c:19](-[c:20]3[cH:21][cH:22][c:23]([CH2:24][NH2:25])[cH:26][cH:27]3)[nH:28][c:29]2[n:30][cH:31]1.[Br:32][c:33]1[c:34]([N:61]2[CH2:62][CH2:63][N:64]([CH2:67][c:68]3[cH:69][n:70][cH:71][cH:72][cH:73]3)[CH2:65][CH2:66]2)[c:35]2[c:36]([n:37][cH:38]1)[nH:39][c:40](-[c:42]1[cH:43][cH:44][c:45]([N:48]3[CH2:49][CH2:50][N:51]([C:54]([O:55][C:56]([CH3:57])([CH3:58])[CH3:59])=[O:60])[CH2:52][CH2:53]3)[cH:46][cH:47]1)[n:41]2.[Cl:81][CH2:82][Cl:83].[F:74][C:75]([F:76])([F:77])[C:78]([OH:79])=[O:80]>>[Br:32][c:33]1[c:34]([N:61]2[CH2:62][CH2:63][N:64]([CH2:67][c:68]3[cH:69][n:70][cH:71][cH:72][cH:73]3)[CH2:65][CH2:66]2)[c:35]2[c:36]([n:37][cH:38]1)[nH:39][c:40](-[c:42]1[cH:43][cH:44][c:45]([N:48]3[CH2:49][CH2:50][NH:51][CH2:52][CH2:53]3)[cH:46][cH:47]1)[n:41]2.